From a dataset of the Open Reaction Database (ORD), a public repository of structured organic reaction records. describe an organic reaction: reactants, conditions, products, and yield The reactants are C(=O)(O)C=1OC2=CC=CC(=C2C(C1)=O)OCC(COC1=CC=C(C=C1)C(C)(C)C)O (1-(2-carboxychromon-5-yloxy)-2-hydroxy-3-p-t-butylphenoxypropane), C1=CC=CC=C1 (benzene), C(C)O (ethanol). Reagents/catalysts: S(O)(O)(=O)=O (sulphuric acid). The solvent is O (water). The product is C(=O)(OCC)C=1OC2=CC=CC(=C2C(C1)=O)OCC(COC1=CC=C(C=C1)C(C)(C)C)O (1-(2-carbethoxy-chromon-5-yloxy)-2-hydroxy-3-p-t-butylphenoxypropane). As a reaction SMILES: [C:1]([C:4]1[O:5][C:6]2[C:11]([C:12](=[O:14])[CH:13]=1)=[C:10]([O:15][CH2:16][CH:17]([OH:30])[CH2:18][O:19][C:20]1[CH:25]=[CH:24][C:23]([C:26]([CH3:29])([CH3:28])[CH3:27])=[CH:22][CH:21]=1)[CH:9]=[CH:8][CH:7]=2)([OH:3])=[O:2].[CH:31]1C=CC=C[CH:32]=1.C(O)C>S(=O)(=O)(O)O.O>[C:1]([C:4]1[O:5][C:6]2[C:11]([C:12](=[O:14])[CH:13]=1)=[C:10]([O:15][CH2:16][CH:17]([OH:30])[CH2:18][O:19][C:20]1[CH:21]=[CH:22][C:23]([C:26]([CH3:27])([CH3:29])[CH3:28])=[CH:24][CH:25]=1)[CH:9]=[CH:8][CH:7]=2)([O:3][CH2:31][CH3:32])=[O:2]. Procedure: 1-(2-carboxychromon-5-yloxy)-2-hydroxy-3-p-t-butylphenoxypropane (10.7 g), benzene (100 ml), ethanol (5 ml) and sulphuric acid (10 drops) were heated under reflux in a Dean and Stark separator until no more water passed over (about 6 hours). After cooling, the solution was washed with saturated sodium bicarbonate solution, and then water. The solvent was removed under reduced pressure to give a very viscous brown oil, from which solid material separated on standing. This solid was filtered off a... The reactants are COC(C1=CC(=C(C(=C1)Br)O)Br)=O (3,5-dibromo-4-hydroxybenzoic acid methyl ester), CI (methyl iodide). Yields the product COC(C1=CC(=C(C(=C1)Br)OC)Br)=O (3,5-Dibromo-4-methoxybenzoic acid methyl ester). RXN SMILES: [CH3:1][O:2][C:3](=[O:13])[C:4]1[CH:9]=[C:8]([Br:10])[C:7]([OH:11])=[C:6]([Br:12])[CH:5]=1.[CH3:14]I>>[CH3:1][O:2][C:3](=[O:13])[C:4]1[CH:5]=[C:6]([Br:12])[C:7]([O:11][CH3:14])=[C:8]([Br:10])[CH:9]=1. Reported procedure: 3,5-Dibromo-4-methoxybenzoic acid methyl ester was prepared from 3,5-dibromo-4-hydroxybenzoic acid methyl ester by following Method C using methyl iodide as an alkylating agent in quantitative yield. The product was used without further purification. Reactants: BrN1C(CCC1=O)=O (N-Bromo-succinimide), COC1=CC=C(C=C1)C1=NC(=NC(=C1)C1=CC=C(C=C1)OC)C (4,6-bis-(4-methoxy-phenyl)-2-methyl-pyrimidine), N(=NC(C#N)(C)C)C(C#N)(C)C (2,2′-azobisisobutyronitrile). Run in ClCCl (dichloromethane), C(Cl)(Cl)(Cl)Cl (carbon tetrachloride). Conditions: temperature 75 celsius. The product is BrCC1=NC(=CC(=N1)C1=CC=C(C=C1)OC)C1=CC=C(C=C1)OC (2-bromomethyl-4,6-bis-(4-methoxy-phenyl)-pyrimidine). RXN SMILES: [CH3:1][O:2][C:3]1[CH:8]=[CH:7][C:6]([C:9]2[CH:14]=[C:13]([C:15]3[CH:20]=[CH:19][C:18]([O:21][CH3:22])=[CH:17][CH:16]=3)[N:12]=[C:11]([CH3:23])[N:10]=2)=[CH:5][CH:4]=1.[Br:24]N1C(=O)CCC1=O.N(C(C)(C)C#N)=NC(C)(C)C#N>C(Cl)(Cl)(Cl)Cl.ClCCl>[Br:24][CH2:23][C:11]1[N:10]=[C:9]([C:6]2[CH:7]=[CH:8][C:3]([O:2][CH3:1])=[CH:4][CH:5]=2)[CH:14]=[C:13]([C:15]2[CH:20]=[CH:19][C:18]([O:21][CH3:22])=[CH:17][CH:16]=2)[N:12]=1. Procedure details: 4,6-Bis-(4-methoxy-phenyl)-2-methyl-pyrimidine 23 (0.21 g, 0.7 mmol) is dissolved in 4 mL carbon tetrachloride. N-Bromo-succinimide (0.10 g, 0.56 mmol) is added and the mixture is heated to 75° C. with stirring. Solid 2,2′-azobisisobutyronitrile (AIBN) (0.01 g, 0.06 mmol) is added and the mixture is stirred at 75° C. for 24 hours. Cooling, diluting with dichloromethane, washing with water, saturated aqueous NaHCO3, and brine, followed by drying over solid Na2SO4 and concentration yielded 2-bromo... Reactants: ester, COC(C1=C(C=CC(=C1)C=1SC=C(N1)C1=CC(=C(C=C1)Cl)Cl)Br)=O (2-bromo-5-[4-(3,4-dichloro-phenyl)-thiazol-2-yl]-benzoic acid methyl ester), COC(C1=C(C=CC(=C1)C=1SC=C(N1)C1=CC(=C(C=C1)Cl)Cl)Br)=O (2-bromo-5-[4-(3,4-dichloro-phenyl)-thiazol-2-yl]-benzoic acid methyl ester), ClC1=C(C=C(C=C1)B(O)O)C#N (4-chloro-3-cyanophenylboronic acid). The product is ClC1=C(C=C(C=C1)C=1C(=CC(=CC1)C=1SC=C(N1)C1=CC(=C(C=C1)Cl)Cl)C(=O)O)C#N (4′-chloro-3′-cyano-4-[4-(3,4-dichloro-phenyl)-thiazol-2-yl]-biphenyl-2-carboxylic acid). The yield is 18.5%. Reaction SMILES: C[O:2][C:3](=[O:24])[C:4]1[CH:9]=[C:8]([C:10]2[S:11][CH:12]=[C:13]([C:15]3[CH:20]=[CH:19][C:18]([Cl:21])=[C:17]([Cl:22])[CH:16]=3)[N:14]=2)[CH:7]=[CH:6][C:5]=1Br.[Cl:25][C:26]1[CH:31]=[CH:30][C:29](B(O)O)=[CH:28][C:27]=1[C:35]#[N:36]>>[Cl:25][C:26]1[CH:31]=[CH:30][C:29]([C:5]2[C:4]([C:3]([OH:2])=[O:24])=[CH:9][C:8]([C:10]3[S:11][CH:12]=[C:13]([C:15]4[CH:20]=[CH:19][C:18]([Cl:21])=[C:17]([Cl:22])[CH:16]=4)[N:14]=3)=[CH:7][CH:6]=2)=[CH:28][C:27]=1[C:35]#[N:36]. Procedure: Using the conditions of General Procedure B for Suzuki Coupling and Hydrolysis in Parallel Mode, 2-bromo-5-[4-(3,4-dichloro-phenyl)-thiazol-2-yl]-benzoic acid methyl ester (which may be prepared as described for Intermediate 6; 89 mg, 0.2 mmol) was reacted with 4-chloro-3-cyanophenylboronic acid (available from Combi-Blocks Inc.; 73 mg, 0.4 mmol). The resulting ester was hydrolyzed and the acid was purified to give 4′-chloro-3′-cyano-4-[4-(3,4-dichloro-phenyl)-thiazol-2-yl]-biphenyl-2-carboxylic... Starting materials: CCOCC, O=C(O)c1cn(CC2CCCCC2)c2c(Cl)cccc12, O=C(Cl)C(=O)Cl, ClCCl, NN, O. The product is NNC(=O)c1cn(CC2CCCCC2)c2c(Cl)cccc12. RXN SMILES: [CH3:33][CH2:34][O:35][CH2:36][CH3:37].[CH:1]1([CH2:7][n:8]2[cH:9][c:10]([C:18](=[O:19])[OH:20])[c:11]3[cH:12][cH:13][cH:14][c:15]([Cl:17])[c:16]23)[CH2:2][CH2:3][CH2:4][CH2:5][CH2:6]1.[Cl:21][C:22]([C:23]([Cl:24])=[O:25])=[O:26].[Cl:30][CH2:31][Cl:32].[NH2:28][NH2:29].[OH2:27]>>[CH:1]1([CH2:7][n:8]2[cH:9][c:10]([C:18](=[O:20])[NH:28][NH2:29])[c:11]3[cH:12][cH:13][cH:14][c:15]([Cl:17])[c:16]23)[CH2:2][CH2:3][CH2:4][CH2:5][CH2:6]1. Reactants: C1(=CC(=CC=C1)C=O)C (m-tolualdehyde), C1(=CC=CC=C1)P(C1=CC=CC=C1)(C1=CC=CC=C1)=CC(=O)OC (methyl (triphenylphosphoranylidene)acetate). Run in C1CCOC1 (THF). Yields the product CC=1C=C(C=CC(=O)OC)C=CC1 (Methyl 3-methylcinnamate). RXN SMILES: [C:1]1([CH3:9])[CH:6]=[CH:5][CH:4]=[C:3]([CH:7]=O)[CH:2]=1.C1(P(=[CH:29][C:30]([O:32][CH3:33])=[O:31])(C2C=CC=CC=2)C2C=CC=CC=2)C=CC=CC=1>C1COCC1>[CH3:9][C:1]1[CH:2]=[C:3]([CH:4]=[CH:5][CH:6]=1)[CH:7]=[CH:29][C:30]([O:32][CH3:33])=[O:31]. Reported procedure: A mixture of 6.0 g (49.9 mmol) of m-tolualdehyde and 18.37 g (54.93 mmol) of methyl (triphenylphosphoranylidene)acetate in 50 ml of THF was stirred at reflux for 4 hours. The THF was evaporated and the residue was stirred with 200 ml of petroleum ether (bp=30°-60° C.) and filtered. The filtrate was evaporated to give the title compound as a light yellow liquid which was distilled bulb-to-bulb at 90° C./0.4 mm of Hg.